Dataset: the Open Reaction Database (ORD), a public repository of structured organic reaction records. Task: describe an organic reaction: reactants, conditions, products, and yield Starting materials: CI, CO, S=C1NC2CC3CC(C2)CC1C3. Product: CSC1=NC2CC3CC(C2)CC1C3, I. Reaction SMILES: [CH3:13][I:14].[CH3:15][OH:16].[CH:1]12[CH2:2][CH:3]3[NH:4][C:5](=[S:12])[CH:6]([CH2:7][CH:8]([CH2:9]1)[CH2:10]3)[CH2:11]2>>[CH:1]12[CH2:2][CH:3]3[N:4]=[C:5]([S:12][CH3:13])[CH:6]([CH2:7][CH:8]([CH2:9]1)[CH2:10]3)[CH2:11]2.[IH:14]. Reactants: [H][H] (hydrogen), C(C1=CC=CC=C1)(=O)O[C@H]1[C@@H](C(O[C@@H]1COC(C1=CC=CC=C1)=O)N=[N+]=[N-])F (3.5-Di-O-benzoyl-2-deoxy-2-fluoro-α,β-D-arabinofuranosyl azide), C(C1=CC=CC=C1)(=O)O[C@H]1[C@@H](C(O[C@@H]1COC(C1=CC=CC=C1)=O)N=[N+]=[N-])F (3.5-Di-O-benzoyl-2-deoxy-2-fluoro-α,β-D-arabinofuranosyl azide), C(C1=CC=CC=C1)(=O)O[C@H]1[C@@H](C(O[C@@H]1COC(C1=CC=CC=C1)=O)N=[N+]=[N-])F (3.5-Di-O-benzoyl-2-deoxy-2-fluoro-α,β-D-arabinofuranosyl azide). The reagents and catalysts are [Pd] (palladium black). Solvent: syrup, O1CCOCC1 (dioxane). Yields the product C(C1=CC=CC=C1)(=O)O[C@H]1[C@@H](C(O[C@@H]1COC(C1=CC=CC=C1)=O)N)F (3,5-di-O-benzoyl-2-deoxy-2-fluoro-α,β-D-arabinofuranosyl amine). Reaction SMILES: [C:1]([O:9][C@@H:10]1[C@@H:14]([CH2:15][O:16][C:17](=[O:24])[C:18]2[CH:23]=[CH:22][CH:21]=[CH:20][CH:19]=2)[O:13][CH:12]([N:25]=[N+]=[N-])[C@H:11]1[F:28])(=[O:8])[C:2]1[CH:7]=[CH:6][CH:5]=[CH:4][CH:3]=1.[H][H]>O1CCOCC1.[Pd]>[C:1]([O:9][C@@H:10]1[C@@H:14]([CH2:15][O:16][C:17](=[O:24])[C:18]2[CH:19]=[CH:20][CH:21]=[CH:22][CH:23]=2)[O:13][CH:12]([NH2:25])[C@H:11]1[F:28])(=[O:8])[C:2]1[CH:7]=[CH:6][CH:5]=[CH:4][CH:3]=1. Procedure: 3.5-Di-O-benzoyl-2-deoxy-2-fluoro-α,β-D-arabinofuranosyl azide [compound (7)] (see Example 2 of PCT International Laid-Open publication WO 93/10137 specification of PCT/JP 92/01489 application) in the form of a colorless syrup (350 mg) was dissolved in dioxane (7 ml). Into this solution, hydrogen was blown at room temperature in the presence as catalyst of palladium black for 1 hour to conduct the catalytic reduction intended, thereby convert the azido group of compound (7) into amino group. The... Reaction SMILES: [C:11]([C:12]#[C:13][CH3:14])(=[O:15])[OH:16].[SH:1][c:2]1[cH:3][nH:4][c:5]2[cH:6][cH:7][cH:8][cH:9][c:10]12>>[S:1]([c:2]1[cH:3][nH:4][c:5]2[cH:6][cH:7][cH:8][cH:9][c:10]12)[C:13](=[CH:12][C:11](=[O:15])[OH:16])[CH3:14]. The product is CC(=CC(=O)O)Sc1c[nH]c2ccccc12. Starting materials: CC#CC(=O)O, Sc1c[nH]c2ccccc12. Yield: 34.7%. Product: C(S(=O)(=O)OCC1=CC=CC=C1)S(=O)(=O)O.C=C (ethylene benzyl methanedisulfonate). As a reaction SMILES: [CH2:1]1[S:9](=[O:11])(=[O:10])[O:8][CH2:7][CH2:6][O:5][S:2]1(=[O:4])=[O:3].[H-].[Na+].[CH2:14](Cl)[C:15]1[CH:20]=[CH:19]C=[CH:17][CH:16]=1>C(COC)OC.[OH-].[Na+]>[CH2:1]([S:9]([OH:8])(=[O:11])=[O:10])[S:2]([O:5][CH2:6][C:7]1[CH:19]=[CH:20][CH:15]=[CH:16][CH:17]=1)(=[O:4])=[O:3].[CH2:14]=[CH2:15] |f:1.2,5.6,7.8|. Procedure details: To a solution of 2.6 g of ethylene methanedisulfonate in 50 mL of glyme and 1.0 g of NaH was added 3 g of benzyl chloride. After rotoevaporation of the glyme the residue was taken up in 25 mL of 0.5 M NaOH, filtered, and acidified to give 1.21 g of ethylene benzyl methanedisulfonate, m.p. 170-174° C. (90-3). Solvent: C(OC)COC (glyme), [OH-].[Na+] (NaOH), C(OC)COC (glyme). The reactants are C1S(=O)(=O)OCCOS1(=O)=O (ethylene methanedisulfonate), [H-].[Na+] (NaH), C(C1=CC=CC=C1)Cl (benzyl chloride). The reactants are Cl (HCl), ( 100 ), ( 14 ), ( 49 ), methyl ester, C(C)(=O)OCC.CCCCCC (ethyl acetate hexane), ( 75 ). Solvent: C(Cl)(Cl)Cl (CHCl3). Yields the product C[C@@H]1CC=CC[C@H]1C(=O)O ((1R, 6R)-6-methyl-3-cyclohexene-1-carboxylic acid). RXN SMILES: Cl.[C:2]([O:5]CC)(=[O:4])[CH3:3].[CH3:8][CH2:9][CH2:10][CH2:11][CH2:12][CH3:13]>C(Cl)(Cl)Cl>[CH3:13][C@H:12]1[C@H:3]([C:2]([OH:5])=[O:4])[CH2:8][CH:9]=[CH:10][CH2:11]1 |f:1.2|. Reported procedure: To a cold (0° C.) solution of 7 (103.86 g, 0.286 mol), in 4:1 THF/water (500 mL), was added 30% hydrogen peroxide (160 mL, 1.40 mol), followed by lithium hydroxide (27.4 g, 0.652 mol). The resulting mixture was slowly allowed to warm to room temperature and after 4 h the reaction was complete. The solution was cooled (0° C.) and sodium sulfite (202 g, 1.6 mole) was added. The bulk of the THF was removed in vacuo and the resulting mixture (pH 12-13) was extracted with methylene chloride (5×200 mL... The reactants are O=C(CBr)C1CCOCC1, CO, Cc1ccccn1. Yields the product [Br-], Cc1cccc[n+]1CC(=O)C1CCOCC1. Reaction SMILES: [Br:1][CH2:2][C:3](=[O:4])[CH:5]1[CH2:6][CH2:7][O:8][CH2:9][CH2:10]1.[CH3:18][OH:19].[n:11]1[c:12]([CH3:17])[cH:13][cH:14][cH:15][cH:16]1>>[Br-:1].[CH2:2]([C:3](=[O:4])[CH:5]1[CH2:6][CH2:7][O:8][CH2:9][CH2:10]1)[n+:11]1[c:12]([CH3:17])[cH:13][cH:14][cH:15][cH:16]1. Reactants: Cl, O=N[O-], COCC(CO)Nc1nc(SCc2cccc(F)c2F)nc2nc(N)sc12, [Na+], O. The product is COCC(CO)Nc1nc(SCc2cccc(F)c2F)nc2nc(Cl)sc12. Reaction SMILES: [ClH:28].[N:29]([O-:30])=[O:31].[NH2:1][c:2]1[s:3][c:4]2[c:5]([n:6][c:7]([S:17][CH2:18][c:19]3[c:20]([F:26])[c:21]([F:25])[cH:22][cH:23][cH:24]3)[n:8][c:9]2[NH:10][CH:11]([CH2:12][OH:13])[CH2:14][O:15][CH3:16])[n:27]1.[Na+:32].[OH2:33]>>[c:2]1([Cl:28])[s:3][c:4]2[c:5]([n:6][c:7]([S:17][CH2:18][c:19]3[c:20]([F:26])[c:21]([F:25])[cH:22][cH:23][cH:24]3)[n:8][c:9]2[NH:10][CH:11]([CH2:12][OH:13])[CH2:14][O:15][CH3:16])[n:27]1.